This data is from the Open Reaction Database (ORD), a public repository of structured organic reaction records. The task is: describe an organic reaction: reactants, conditions, products, and yield The reactants are C(C)N(CCN1C(C2=C(CC1)NC(=C2C)C=O)=O)CC (5-(2-diethylamino-ethyl)-3-methyl-4-oxo-4,5,6,7-tetrahydro-1H-pyrrolo[3,2-c]pyridine-2-carbaldehyde), N1=CC=C(C=C1)C1=C2CC(NC2=CC=C1)=O (4-pyridin-4-yl-1,3-dihydro-indol-2-one). Yield: 64.9%. RXN SMILES: [CH2:1]([N:3]([CH2:19][CH3:20])[CH2:4][CH2:5][N:6]1[CH2:11][CH2:10][C:9]2[NH:12][C:13]([CH:16]=O)=[C:14]([CH3:15])[C:8]=2[C:7]1=[O:18])[CH3:2].N1C=C[C:24]([C:27]2[CH:35]=[CH:34][CH:33]=[C:32]3[C:28]=2[CH2:29][C:30](=[O:36])[NH:31]3)=CC=1>>[CH2:1]([N:3]([CH2:19][CH3:20])[CH2:4][CH2:5][N:6]1[CH2:11][CH2:10][C:9]2[NH:12][C:13]([CH:16]=[C:29]3[C:28]4[C:32](=[CH:33][CH:34]=[CH:35][C:27]=4[CH3:24])[NH:31][C:30]3=[O:36])=[C:14]([CH3:15])[C:8]=2[C:7]1=[O:18])[CH3:2].[CH3:15][C:14]1[C:8]2[C:7](=[O:18])[NH:6][CH2:11][CH2:10][C:9]=2[NH:12][C:13]=1[CH:16]=[C:29]1[C:28]2[C:32](=[CH:33][CH:34]=[CH:35][C:27]=2[CH3:24])[NH:31][C:30]1=[O:36]. Procedure details: The title compound was prepared under the same conditions as described in Example 1 with 5-(2-diethylamino-ethyl)-3-methyl-4-oxo-4,5,6,7-tetrahydro-1H-pyrrolo[3,2-c]pyridine-2-carbaldehyde and 4-pyridin-4-yl-1,3-dihydro-indol-2-one (prepared according to WO2002055517) as starting materials to give 542-diethylamino-ethyl)-3-methyl-2-(4-methyl-2-oxo-1,2-dihydro-indol-3-ylidenemethyl)-1,5,6,7-tetrahydro-pyrrolo[3,2-c]pyridin-4-one (48 mg, 64.9%) as an orange solid. Yields the product C(C)N(CCN1C(C2=C(CC1)NC(=C2C)C=C2C(NC1=CC=CC(=C21)C)=O)=O)CC (5-(2-Diethylamino-ethyl)-3-methyl-2-(4-methyl-2-oxo-1,2-dihydro-indol-3-ylidenemethyl)-1,5,6,7-tetrahydro-pyrrolo[3,2-c]pyridin-4-one), CC1=C(NC2=C1C(NCC2)=O)C=C2C(NC1=CC=CC(=C21)C)=O (3-methyl-2-(4-methyl-2-oxo-1,2-dihydro-indol-3-ylidenemethyl)-1,5,6,7-tetrahydro-pyrrolo[3,2-c]pyridin-4-one). Starting materials: BrP(Br)(c1ccccc1)(c1ccccc1)c1ccccc1, OCc1ccc(-c2ccc(Br)cc2)cc1, ClCCl, O. Product: BrCc1ccc(-c2ccc(Br)cc2)cc1. Reaction SMILES: [Br:16][P:17]([Br:18])([c:19]1[cH:20][cH:21][cH:22][cH:23][cH:24]1)([c:25]1[cH:26][cH:27][cH:28][cH:29][cH:30]1)[c:31]1[cH:32][cH:33][cH:34][cH:35][cH:36]1.[Br:1][c:2]1[cH:3][cH:4][c:5](-[c:8]2[cH:9][cH:10][c:11]([CH2:14][OH:15])[cH:12][cH:13]2)[cH:6][cH:7]1.[CH2:37]([Cl:38])[Cl:39].[OH2:40]>>[Br:1][c:2]1[cH:3][cH:4][c:5](-[c:8]2[cH:9][cH:10][c:11]([CH2:14][Br:16])[cH:12][cH:13]2)[cH:6][cH:7]1. Starting materials: BrC1=C(N(C(=C1Cl)C)COCC[Si](C)(C)C)C(=O)OCC (Ethyl 3-bromo-4-chloro-5-methyl-1-{[2-(trimethylsilyl)ethoxy]methyl}-1H-pyrrole-2-carboxylate), BrC1=C(N(C(=C1Cl)C)COCC[Si](C)(C)C)C(=O)OCC (Ethyl 3-bromo-4-chloro-5-methyl-1-{[2-(trimethylsilyl)ethoxy]methyl}-1H-pyrrole-2-carboxylate), C(C)(C)(C)OC(C)=O (t-Butylacetate), CC(C)([O-])C.[K+] (potassium t-butoxide), C(C)(C)(C)OC(C)=O (t-Butylacetate), CC(C)([O-])C.[K+] (potassium t-butoxide). Conditions: time 10 minute. The product is BrC1=C(N(C(=C1Cl)C)COCC[Si](C)(C)C)C(=O)OC(C)(C)C (tert-butyl 3-bromo-4-chloro-5-methyl-1-{[2-(trimethylsilyl)ethoxy]methyl}-1H-pyrrole-2-carboxylate). The yield is 80.4%. Reaction SMILES: [Br:1][C:2]1[C:6]([Cl:7])=[C:5]([CH3:8])[N:4]([CH2:9][O:10][CH2:11][CH2:12][Si:13]([CH3:16])([CH3:15])[CH3:14])C=1C(OCC)=O.[C:22]([O:26][C:27](=[O:29])[CH3:28])([CH3:25])([CH3:24])[CH3:23].CC(C)([O-])C.[K+]>>[Br:1][C:2]1[C:6]([Cl:7])=[C:5]([CH3:8])[N:4]([CH2:9][O:10][CH2:11][CH2:12][Si:13]([CH3:14])([CH3:16])[CH3:15])[C:28]=1[C:27]([O:26][C:22]([CH3:25])([CH3:24])[CH3:23])=[O:29] |f:2.3|. Procedure: Ethyl 3-bromo-4-chloro-5-methyl-1-{[2-(trimethylsilyl)ethoxy]methyl}-1H-pyrrole-2-carboxylate (Intermediate 266, 564 mg, 1.42 mmol), t-Butylacetate (330 mg, 2.84 mmol) and potassium t-butoxide (0.14 mmol) were mixed together and stirred at room temperature for 10 minutes, concentrated to an oil under vacuum. t-Butylacetate (330 mg, 2.84 mmol) and potassium t-butoxide (0.14 mmol) were added again into the reaction mixture, repeated the same procedure again. The resulting reaction crude was filter... Reactants: C(C)OC=1C=C(C=CC1OCC)C=1SC=C(N1)C1=CC(=C(C(=C1)C(C(C)O)O)OCOC)C(=O)OCOC (2-(3,4-diethoxyphenyl)-4-[3-methoxymethoxycarbonyl-4-methoxymethoxy-5-(1,2-dihydroxypropyl)phenyl]thiazole), C(C)OC=1C=C(C=CC1OCC)C=1SC=C(N1)C1=CC(=C(C(=C1)C(C(C)O)O)OCOC)C(=O)OCOC (2-(3,4-diethoxyphenyl)-4-[3-methoxymethoxycarbonyl-4-methoxymethoxy-5-(1,2-dihydroxypropyl)phenyl]thiazole), CO (methanol), I(=O)(=O)(=O)[O-].[Na+] (sodium periodate), O (water). Reaction conditions: time 14 hour. Yields the product C(C)OC=1C=C(C=CC1OCC)C=1SC=C(N1)C1=C(C(=C(C(=C1)C=O)OC)C(=O)OCOC)OC (2-(3,4-diethoxyphenyl)-4-(3-methoxymethoxycarbonyl-4-methoxy-methoxy-5-formylphenyl)thiazole). Reaction SMILES: [CH2:1]([O:3][C:4]1[CH:5]=[C:6]([C:13]2[S:14][CH:15]=[C:16]([C:18]3[CH:23]=[C:22]([CH:24]([OH:28])C(O)C)[C:21]([O:29][CH2:30]OC)=[C:20]([C:33]([O:35][CH2:36][O:37][CH3:38])=[O:34])[CH:19]=3)[N:17]=2)[CH:7]=[CH:8][C:9]=1[O:10][CH2:11][CH3:12])[CH3:2].I([O-])(=O)(=O)=O.[Na+].[OH2:45].[CH3:46]O>>[CH2:1]([O:3][C:4]1[CH:5]=[C:6]([C:13]2[S:14][CH:15]=[C:16]([C:18]3[CH:23]=[C:22]([CH:24]=[O:28])[C:21]([O:29][CH3:30])=[C:20]([C:33]([O:35][CH2:36][O:37][CH3:38])=[O:34])[C:19]=3[O:45][CH3:46])[N:17]=2)[CH:7]=[CH:8][C:9]=1[O:10][CH2:11][CH3:12])[CH3:2] |f:1.2|. Procedure: In a mixed solvent consisting of 100 ml of tetrahydrofuran and 40 ml of water was dissolved 3.7 g of 2-(3,4-diethoxyphenyl)-4-[3-methoxymethoxycarbonyl-4-methoxymethoxy-5-(1-propenyl)phenyl]thiazole. To the solution were added 100 mg of osmium tetroxide (OsO4) and 5.6 g of sodium periodate (NaIO4), and the mixture was stirred at room temperature for 14 hours. The reaction mixture was filtered. The filtrate was concentrated to a 1/3 volume. To the concentrate was added 100 ml of ethyl acetate, an... Starting materials: CC(=O)O, C1COC2(CCSCC2)O1, OO. The product is O=S1CCC2(CC1)OCCO2. Reaction SMILES: [CH3:13][C:14](=[O:15])[OH:16].[O:1]1[CH2:2][CH2:3][O:4][C:5]12[CH2:6][CH2:7][S:8][CH2:9][CH2:10]2.[OH:11][OH:12]>>[O:1]1[CH2:2][CH2:3][O:4][C:5]12[CH2:6][CH2:7][S:8](=[O:11])[CH2:9][CH2:10]2. Reactants: C(CCC)[Li] (n-butyllithium), C(CO)O (ethylene glycol), BrCC=C(C1=C(C=CC=C1)C)C1=C(C=CC=C1)C (3-Bromo-1,1-bis(2-methyl-phenyl)-1-propene). Run in O (Water), hexanes. Run at time 0.5 hour. Yields the product CC1=C(C=CC=C1)C(=CCOCCO)C1=C(C=CC=C1)C (2-(3, 3-bis(2-methylphenyl)-2-propen-1-yloxy) ethanol). The yield is 30.0%. As a reaction SMILES: C([Li])CCC.[CH2:6]([OH:9])[CH2:7][OH:8].Br[CH2:11][CH:12]=[C:13]([C:21]1[CH:26]=[CH:25][CH:24]=[CH:23][C:22]=1[CH3:27])[C:14]1[CH:19]=[CH:18][CH:17]=[CH:16][C:15]=1[CH3:20]>O>[CH3:27][C:22]1[CH:23]=[CH:24][CH:25]=[CH:26][C:21]=1[C:13]([C:14]1[CH:19]=[CH:18][CH:17]=[CH:16][C:15]=1[CH3:20])=[CH:12][CH2:11][O:8][CH2:7][CH2:6][OH:9]. Reported procedure: A solution of n-butyllithium in hexanes (14 ml, 2.5 M) was added drop-wise under a nitrogen atmosphere to ethylene glycol (28 ml) at 0° C. When addition was complete the mixture was stirred 0.5 h at room temperature. 3-Bromo-1,1-bis(2-methyl-phenyl)-1-propene (10.5 g, 35 mmol, prepared in a similar way to the method described in Example 26) was added and the reaction mixture was stirred at room temperature for 12 h and at 70° C. for 24 h. Water (100 ml) was added and the mixture was extracted wi... Starting materials: O=S(=O)(c1ccccc1)n1cc(CCOC2OC(CO)C(OCc3ccccc3)C(OCc3ccccc3)C2OCc2ccccc2)c2ccccc21, CCO, [Na+], [OH-]. The product is OCC1OC(OCCc2c[nH]c3ccccc23)C(OCc2ccccc2)C(OCc2ccccc2)C1OCc1ccccc1. RXN SMILES: [CH2:1]([c:2]1[cH:3][cH:4][cH:5][cH:6][cH:7]1)[O:8][CH:9]1[CH:10]([O:11][CH2:12][CH2:13][c:14]2[cH:15][n:16]([S:23]([c:24]3[cH:25][cH:26][cH:27][cH:28][cH:29]3)(=[O:30])=[O:31])[c:17]3[cH:18][cH:19][cH:20][cH:21][c:22]23)[O:32][CH:33]([CH2:52][OH:53])[CH:34]([O:44][CH2:45][c:46]2[cH:47][cH:48][cH:49][cH:50][cH:51]2)[CH:35]1[O:36][CH2:37][c:38]1[cH:39][cH:40][cH:41][cH:42][cH:43]1.[CH3:56][CH2:57][OH:58].[Na+:55].[OH-:54]>>[CH2:1]([c:2]1[cH:3][cH:4][cH:5][cH:6][cH:7]1)[O:8][CH:9]1[CH:10]([O:11][CH2:12][CH2:13][c:14]2[cH:15][nH:16][c:17]3[cH:18][cH:19][cH:20][cH:21][c:22]23)[O:32][CH:33]([CH2:52][OH:53])[CH:34]([O:44][CH2:45][c:46]2[cH:47][cH:48][cH:49][cH:50][cH:51]2)[CH:35]1[O:36][CH2:37][c:38]1[cH:39][cH:40][cH:41][cH:42][cH:43]1.